From a dataset of the Open Reaction Database (ORD), a public repository of structured organic reaction records. describe an organic reaction: reactants, conditions, products, and yield Starting materials: N#Cc1ccc(Oc2ccc3c(c2)COB3O)c(OCC(=O)O)c1, CCNCC, CCN=C=NCCCN(C)C, CN(C)c1ccncc1, CN(C)C=O, O, On1nnc2ccccc21. Product: CCN(CC)C(=O)COc1cc(C#N)ccc1Oc1ccc2c(c1)COB2O. Reaction SMILES: [C:1](=[O:2])([OH:3])[CH2:4][O:5][c:6]1[c:7]([O:8][c:9]2[cH:10][cH:11][c:12]3[c:13]([cH:18]2)[CH2:14][O:15][B:16]3[OH:17])[cH:19][cH:20][c:21]([C:23]#[N:24])[cH:22]1.[CH2:46]([CH3:47])[NH:48][CH2:49][CH3:50].[CH3:25][CH2:26][N:27]=[C:28]=[N:29][CH2:30][CH2:31][CH2:32][N:33]([CH3:34])[CH3:35].[CH3:51][N:52]([CH3:53])[c:54]1[cH:55][cH:56][n:57][cH:58][cH:59]1.[O:60]=[CH:61][N:62]([CH3:63])[CH3:64].[OH2:65].[OH:36][n:37]1[c:38]2[c:39]([cH:40][cH:41][cH:42][cH:43]2)[n:44][n:45]1>>[C:1](=[O:2])([CH2:4][O:5][c:6]1[c:7]([O:8][c:9]2[cH:10][cH:11][c:12]3[c:13]([cH:18]2)[CH2:14][O:15][B:16]3[OH:17])[cH:19][cH:20][c:21]([C:23]#[N:24])[cH:22]1)[N:48]([CH2:46][CH3:47])[CH2:49][CH3:50]. Reactants: CC(C)(C)OC(=O)N1CCC(=Cc2ccc(C3=NCCO3)cc2)CC1, C, CCO, CCOC(C)=O, [H][H], [Pd]. The product is CC(C)(C)OC(=O)N1CCC(Cc2ccc(C3=NCCO3)cc2)CC1. Reaction SMILES: [C:1]([CH3:2])([CH3:3])([CH3:4])[O:5][C:6](=[O:7])[N:8]1[CH2:9][CH2:10][C:11](=[CH:14][c:15]2[cH:16][cH:17][c:18]([C:21]3=[N:25][CH2:24][CH2:23][O:22]3)[cH:19][cH:20]2)[CH2:12][CH2:13]1.[C:37].[CH3:28][CH2:29][OH:30].[CH3:31][CH2:32][O:33][C:34](=[O:35])[CH3:36].[H:26][H:27].[Pd:38]>>[C:1]([CH3:2])([CH3:3])([CH3:4])[O:5][C:6](=[O:7])[N:8]1[CH2:9][CH2:10][CH:11]([CH2:14][c:15]2[cH:16][cH:17][c:18]([C:21]3=[N:25][CH2:24][CH2:23][O:22]3)[cH:19][cH:20]2)[CH2:12][CH2:13]1. The reactants are F[B-](F)(F)F, CCO, CCN(C(C)C)C(C)C, O=C(O)c1ccc(C(=O)N2CC=CC2)c(Cl)c1, CC(N)c1nc2cc(Cl)ccc2[nH]1, Cl, ClCCl, C1CCOC1, CN(C)C(On1nnc2ccccc21)=[N+](C)C. Product: CC(NC(=O)c1ccc(C(=O)N2CC=CC2)c(Cl)c1)c1nc2cc(Cl)ccc2[nH]1. Reaction SMILES: [B-:18]([F:19])([F:20])([F:21])[F:22].[CH2:68]([OH:69])[CH3:70].[CH:40]([N:41]([CH:42]([CH3:43])[CH3:44])[CH2:45][CH3:46])([CH3:47])[CH3:48].[Cl:1][c:2]1[cH:3][c:4]([C:5](=[O:6])[OH:7])[cH:8][cH:9][c:10]1[C:11](=[O:12])[N:13]1[CH2:14][CH:15]=[CH:16][CH2:17]1.[Cl:49][c:50]1[cH:51][c:52]2[c:53]([nH:54][c:55]([CH:57]([CH3:58])[NH2:59])[n:56]2)[cH:60][cH:61]1.[Cl:62].[Cl:71][CH2:72][Cl:73].[O:63]1[CH2:64][CH2:65][CH2:66][CH2:67]1.[n:23]1([O:24][C:25]([N:26]([CH3:27])[CH3:28])=[N+:29]([CH3:30])[CH3:31])[c:32]2[cH:33][cH:34][cH:35][cH:36][c:37]2[n:38][n:39]1>>[Cl:1][c:2]1[cH:3][c:4]([C:5](=[O:7])[NH:59][CH:57]([c:55]2[nH:54][c:53]3[c:52]([cH:51][c:50]([Cl:49])[cH:61][cH:60]3)[n:56]2)[CH3:58])[cH:8][cH:9][c:10]1[C:11](=[O:12])[N:13]1[CH2:14][CH:15]=[CH:16][CH2:17]1. Starting materials: [Al+3], CCC(Cc1ccc(C(C)(C)C)cc1Br)C(=O)Cl, [Cl-], [Cl-], [Cl-], ClCCl. Product: CCC1Cc2c(Br)cc(C(C)(C)C)cc2C1=O. As a reaction SMILES: [Al+3:20].[Br:1][c:2]1[c:3]([CH2:4][CH:5]([C:6](=[O:7])[Cl:8])[CH2:9][CH3:10])[cH:11][cH:12][c:13]([C:15]([CH3:16])([CH3:17])[CH3:18])[cH:14]1.[Cl-:19].[Cl-:21].[Cl-:22].[Cl:23][CH2:24][Cl:25]>>[Br:1][c:2]1[c:3]2[c:11]([cH:12][c:13]([C:15]([CH3:16])([CH3:17])[CH3:18])[cH:14]1)[C:6](=[O:7])[CH:5]([CH2:9][CH3:10])[CH2:4]2.